This data is from the Open Reaction Database (ORD), a public repository of structured organic reaction records. The task is: describe an organic reaction: reactants, conditions, products, and yield The reactants are C(#N)[BH3-].[Na+] (sodium cyanoborohydride), Cl.COC([C@H](N)C)=O (D-alanine methyl ester hydrochloride), N1=CC(=CC=C1)C=O (3-Pyridinecarboxaldehyde). Solvent: CO (methanol), CO (methanol). The product is COC([C@H](NCC=1C=NC=CC1)C)=O (N-3-picolyl-D-alanine methyl ester). Reaction SMILES: Cl.[CH3:2][O:3][C:4](=[O:8])[C@@H:5]([CH3:7])[NH2:6].[N:9]1[CH:14]=[CH:13][CH:12]=[C:11]([CH:15]=O)[CH:10]=1.C([BH3-])#N.[Na+]>CO>[CH3:2][O:3][C:4](=[O:8])[C@@H:5]([CH3:7])[NH:6][CH2:15][C:11]1[CH:10]=[N:9][CH:14]=[CH:13][CH:12]=1 |f:0.1,3.4|. Reported procedure: Part A: To a solution of D-alanine methyl ester hydrochloride (6.0 grams) in methanol (25 mL) is added 1.1 equivalents of 3-Pyridinecarboxaldehyde. The solution is stirred at room temperature for several hours and then the solvent removed by rotary evaporation. The resulting imine is redissolved in acetic acid (10 mL) and methanol (2 mL), and sodium cyanoborohydride (1.5 equivalents) is added in several portions over 10 minutes. The mixture is then stirred for 16 hours and then concentrated by r...